This data is from the Open Reaction Database (ORD), a public repository of structured organic reaction records. The task is: describe an organic reaction: reactants, conditions, products, and yield The reactants are C[Si](C)(C)[N-][Si](C)(C)C.[K+] (potassium bis(trimethylsilyl)amide), ClC1=CC=C(C=C1)C1(CC(C1)=O)C1=NN=C2N1CCCCCC2 (3-(4-chlorophenyl)-3-(5,6,7,8,9,10-hexahydro[1,2,4]triazolo[4,3-a]azocin-3-yl)cyclobutanone), crude product, C([O-])(O)=O.[Na+] (sodium bicarbonate). The reagents and catalysts are [Br-].C[P+](C1=CC=CC=C1)(C1=CC=CC=C1)C1=CC=CC=C1 (Methyltriphenylphosphonium bromide). Solvent: O1CCCC1 (tetrahydrofuran). Run at time 24 hour. The product is ClC1=CC=C(C=C1)C1(CC(C1)=C)C1=NN=C2N1CCCCCC2 (3-[1-(4-chlorophenyl)-3-methylenecyclobutyl]-5,6,7,8,9,10-hexahydro[1,2,4]triazolo[4,3-a]azocine). As a reaction SMILES: [Cl:1][C:2]1[CH:7]=[CH:6][C:5]([C:8]2([C:13]3[N:17]4[CH2:18][CH2:19][CH2:20][CH2:21][CH2:22][CH2:23][C:16]4=[N:15][N:14]=3)[CH2:11][C:10](=O)[CH2:9]2)=[CH:4][CH:3]=1.[CH3:24][Si]([N-][Si](C)(C)C)(C)C.[K+].C(=O)(O)[O-].[Na+]>O1CCCC1.[Br-].C[P+](C1C=CC=CC=1)(C1C=CC=CC=1)C1C=CC=CC=1>[Cl:1][C:2]1[CH:7]=[CH:6][C:5]([C:8]2([C:13]3[N:17]4[CH2:18][CH2:19][CH2:20][CH2:21][CH2:22][CH2:23][C:16]4=[N:15][N:14]=3)[CH2:11][C:10](=[CH2:24])[CH2:9]2)=[CH:4][CH:3]=1 |f:1.2,3.4,6.7|. Procedure: 3-(4-Chlorophenyl)-3-(5,6,7,8,9,10-hexahydro[1,2,4]triazolo[4,3-a]azocin-3-yl)cyclobutanone (4-5) (52 mg) was dissolved in freshly distilled tetrahydrofuran (2 mL). Methyltriphenylphosphonium bromide (281 mg) was added followed by potassium bis(trimethylsilyl)amide (KHMDS, 0.5M in toluene, 1.25 mL). After stirring for 24 hours at room temperature, the crude product was added to a saturated sodium bicarbonate solution and extracted with ethyl acetate. The organic layer was collected, dried over m... Product: CN1Cc2ccccc2C(CCCNC(=O)Nc2ccccc2)(c2ccccc2)C1. RXN SMILES: [CH:31]([Cl:32])([Cl:33])[Cl:34].[NH2:1][CH2:2][CH2:3][CH2:4][C:5]1([c:16]2[cH:17][cH:18][cH:19][cH:20][cH:21]2)[CH2:6][N:7]([CH3:15])[CH2:8][c:9]2[cH:10][cH:11][cH:12][cH:13][c:14]21.[O:22]=[C:23]=[N:24][c:25]1[cH:26][cH:27][cH:28][cH:29][cH:30]1>>[NH:1]([CH2:2][CH2:3][CH2:4][C:5]1([c:16]2[cH:17][cH:18][cH:19][cH:20][cH:21]2)[CH2:6][N:7]([CH3:15])[CH2:8][c:9]2[cH:10][cH:11][cH:12][cH:13][c:14]21)[C:23](=[O:22])[NH:24][c:25]1[cH:26][cH:27][cH:28][cH:29][cH:30]1. Starting materials: ClC(Cl)Cl, CN1Cc2ccccc2C(CCCN)(c2ccccc2)C1, O=C=Nc1ccccc1. The reactants are F[B-](F)(F)F, COC(=O)C(NC(=O)OCc1ccccc1)=C1CCCOC1, CO. Yields the product COC(=O)C(NC(=O)OCc1ccccc1)C1CCCOC1. As a reaction SMILES: [B-:1]([F:2])([F:3])([F:4])[F:5].[CH2:6]([c:7]1[cH:8][cH:9][cH:10][cH:11][cH:12]1)[O:13][C:14](=[O:15])[NH:16][C:17]([C:18](=[O:19])[O:20][CH3:21])=[C:22]1[CH2:23][O:24][CH2:25][CH2:26][CH2:27]1.[CH3:28][OH:29]>>[CH2:6]([c:7]1[cH:8][cH:9][cH:10][cH:11][cH:12]1)[O:13][C:14](=[O:15])[NH:16][CH:17]([C:18](=[O:19])[O:20][CH3:21])[CH:22]1[CH2:23][O:24][CH2:25][CH2:26][CH2:27]1. Starting materials: Cl (HCl), S1C(=CC=C1)CC(=O)NC1[C@@H]2N(C(C(=CS2)C=O)C(=O)OC(C2=CC=CC=C2)C2=CC=CC=C2)C1=O (benzhydryl 7-(2-thienylacetamido)-3-formyl-2-cephem-4-carboxylate), Cl (HCl), O1CCCC1 (tetrahydrofuran), C(C)[Mg]Br (ethyl magnesium bromide), 3-formyl-2-cephem ester. Run in C(C)(=O)OCC (ethyl acetate). Conditions: temperature -73 celsius. The product is S1C(=CC=C1)CC(=O)NC1[C@@H]2N(C(C(=CS2)C(CC)O)C(=O)OC(C2=CC=CC=C2)C2=CC=CC=C2)C1=O (Benzhydryl 7-(2-thienylacetamido)-3-(1-hydroxypropyl)-2-cephem-4-carboxylate). The yield is 30.6%. RXN SMILES: [S:1]1[CH:5]=[CH:4][CH:3]=[C:2]1[CH2:6][C:7]([NH:9][CH:10]1[C:35](=[O:36])[N:12]2[CH:13]([C:19]([O:21][CH:22]([C:29]3[CH:34]=[CH:33][CH:32]=[CH:31][CH:30]=3)[C:23]3[CH:28]=[CH:27][CH:26]=[CH:25][CH:24]=3)=[O:20])[C:14]([CH:17]=[O:18])=[CH:15][S:16][C@H:11]12)=[O:8].O1CC[CH2:39][CH2:38]1.C([Mg]Br)C.Cl>C(OCC)(=O)C>[S:1]1[CH:5]=[CH:4][CH:3]=[C:2]1[CH2:6][C:7]([NH:9][CH:10]1[C:35](=[O:36])[N:12]2[CH:13]([C:19]([O:21][CH:22]([C:23]3[CH:24]=[CH:25][CH:26]=[CH:27][CH:28]=3)[C:29]3[CH:34]=[CH:33][CH:32]=[CH:31][CH:30]=3)=[O:20])[C:14]([CH:17]([OH:18])[CH2:38][CH3:39])=[CH:15][S:16][C@H:11]12)=[O:8]. Procedure: To a cooled (-73° C.), stirred solution of 1.559 g. of benzhydryl 7-(2-thienylacetamido)-3-formyl-2-cephem-4-carboxylate and 20 ml. of dry tetrahydrofuran was added 3.13 ml. of 2.88 M. ethyl magnesium bromide. After the reaction mixture was allowed to stir for four minutes at -73° C., 10 ml. of 1N.HCl was added and the solution allowed to warm to 0° C. The reaction mixture was transferred to a separatory funnel with the aid of cold ethyl acetate and cold 1N.HCl. The organic layer was separated a... The reactants are F[B-](F)(F)F, CC(C)(C)[PH+](C(C)(C)C)C(C)(C)C, CO, CCOC(=O)c1cc2cccc(B3OC(C)(C)C(C)(C)O3)c2[nH]1, [Cs+], [F-], Cc1ccccc1I, C1COCCO1, O=C(C=Cc1ccccc1)C=Cc1ccccc1, O=C(C=Cc1ccccc1)C=Cc1ccccc1, O=C(C=Cc1ccccc1)C=Cc1ccccc1, [Pd], [Pd]. The product is CCOC(=O)c1cc2cccc(-c3ccccc3C)c2[nH]1. RXN SMILES: [B-:24]([F:25])([F:26])([F:27])[F:28].[C:29]([PH+:30]([C:31]([CH3:32])([CH3:33])[CH3:34])[C:35]([CH3:36])([CH3:37])[CH3:38])([CH3:39])([CH3:40])[CH3:41].[CH3:108][OH:109].[CH3:1][C:2]1([CH3:3])[C:4]([CH3:5])([CH3:6])[O:7][B:8]([c:9]2[cH:10][cH:11][cH:12][c:13]3[cH:14][c:15]([C:18](=[O:19])[O:20][CH2:21][CH3:22])[nH:16][c:17]23)[O:23]1.[Cs+:43].[F-:42].[I:44][c:45]1[c:46]([CH3:51])[cH:47][cH:48][cH:49][cH:50]1.[O:110]1[CH2:111][CH2:112][O:113][CH2:114][CH2:115]1.[O:54]=[C:55]([CH:56]=[CH:57][c:58]1[cH:59][cH:60][cH:61][cH:62][cH:63]1)[CH:64]=[CH:65][c:66]1[cH:67][cH:68][cH:69][cH:70][cH:71]1.[O:72]=[C:73]([CH:74]=[CH:75][c:76]1[cH:77][cH:78][cH:79][cH:80][cH:81]1)[CH:82]=[CH:83][c:84]1[cH:85][cH:86][cH:87][cH:88][cH:89]1.[O:90]=[C:91]([CH:92]=[CH:93][c:94]1[cH:95][cH:96][cH:97][cH:98][cH:99]1)[CH:100]=[CH:101][c:102]1[cH:103][cH:104][cH:105][cH:106][cH:107]1.[Pd:52].[Pd:53]>>[c:9]1(-[c:45]2[c:46]([CH3:51])[cH:47][cH:48][cH:49][cH:50]2)[cH:10][cH:11][cH:12][c:13]2[cH:14][c:15]([C:18](=[O:19])[O:20][CH2:21][CH3:22])[nH:16][c:17]12. The reactants are NC=1C=C(C=CC1)NC(C(=O)N1CCC(CC1)CC1=CC=CC=C1)=O (N-(3-amino-phenyl)-2-(4-benzyl-piperidin-1-yl)-2-oxo-acetamide), N1=CC=CC=C1 (pyridine), CS(=O)(=O)Cl (methanesulfonyl chloride), C(O)([O-])=O.[Na+] (sodium hydrogencarbonate). The solvent is ClCCl (dichloromethane), ClCCl (dichloromethane). Conditions: time 10 hour. The product is C(C1=CC=CC=C1)C1CCN(CC1)C(C(=O)NC1=CC(=CC=C1)NS(=O)(=O)C)=O (2-(4-Benzyl-piperidin-1-yl)-N-(3-methanesulfonylamino-phenyl)-2-oxo-acetamide). The yield is 30.0%. Reaction SMILES: [NH2:1][C:2]1[CH:3]=[C:4]([NH:8][C:9](=[O:25])[C:10]([N:12]2[CH2:17][CH2:16][CH:15]([CH2:18][C:19]3[CH:24]=[CH:23][CH:22]=[CH:21][CH:20]=3)[CH2:14][CH2:13]2)=[O:11])[CH:5]=[CH:6][CH:7]=1.N1C=CC=CC=1.[CH3:32][S:33](Cl)(=[O:35])=[O:34].C(=O)([O-])O.[Na+]>ClCCl>[CH2:18]([CH:15]1[CH2:16][CH2:17][N:12]([C:10](=[O:11])[C:9]([NH:8][C:4]2[CH:5]=[CH:6][CH:7]=[C:2]([NH:1][S:33]([CH3:32])(=[O:35])=[O:34])[CH:3]=2)=[O:25])[CH2:13][CH2:14]1)[C:19]1[CH:20]=[CH:21][CH:22]=[CH:23][CH:24]=1 |f:3.4|. Procedure details: To a stirred solution of 0.34 g (1 mmol) of N-(3-amino-phenyl)-2-(4-benzyl-piperidin-1-yl)-2-oxo-acetamide (Example 11) and 0.16 ml (2 mmol) of pyridine in 10 ml of dichloromethane 0.16 ml (2 mmol) of methanesulfonyl chloride in 2 ml of dichloromethane is added dropwise below 10° C., and the reaction mixture is stirred at room temperature for 10 hours. Then 50 ml of 8% sodium hydrogencarbonate solution is added to the mixture, the organic layer is separated and the water phase is extracted three... The reactants are CCO, CCOC(C)=O, N#Cc1cc(F)ccc1-c1cc([N+](=O)[O-])ccc1F, [H][H], O=[Pt]=O. Product: N#Cc1cc(F)ccc1-c1cc(N)ccc1F. RXN SMILES: [CH3:22][CH2:23][OH:24].[CH3:25][CH2:26][O:27][C:28](=[O:29])[CH3:30].[F:1][c:2]1[cH:3][c:4]([C:18]#[N:19])[c:5](-[c:8]2[c:9]([F:17])[cH:10][cH:11][c:12]([N+:14]([O-:15])=[O:16])[cH:13]2)[cH:6][cH:7]1.[H:20][H:21].[Pt:31](=[O:32])=[O:33]>>[F:1][c:2]1[cH:3][c:4]([C:18]#[N:19])[c:5](-[c:8]2[c:9]([F:17])[cH:10][cH:11][c:12]([NH2:14])[cH:13]2)[cH:6][cH:7]1.